From a dataset of the Open Reaction Database (ORD), a public repository of structured organic reaction records. describe an organic reaction: reactants, conditions, products, and yield The reactants are BrCC1=CC=C(C=C1)C1=C(C=CC=C1)OC1=CC=C(C=C1)[N+](=O)[O-] (4'-bromomethyl-2-(4-nitrophenoxy)-1,1'-biphenyl), C(C)(C)(C)OC(=O)NC(CC(=O)N[C@H]1C(NC2=C(CC1)C=CC=C2)=O)(C)C (3-t-butoxycarbonylamino-3-methyl-N-[2,3,4,5-tetrahydro-2-oxo-1H-1-benzazepin-3-(R)-yl]-butanamide). Product: [N+](=O)([O-])C1=CC=C(OC2=C(C=CC=C2)C2=CC=C(C=C2)CN2C([C@@H](CCC3=C2C=CC=C3)NC(CC(C)(C)NC(OC(C)(C)C)=O)=O)=O)C=C1 (3-[[1-[[2'-(4-nitrophenoxy)-[1,1'-biphenyl]-4-yl]methyl]-2,3,4,5-tetrahydro-2-oxo-1H-benzazepin-3(R)-yl]amino]-1,1-dimethyl-3-oxopropylcarbamic acid, 1,1-dimethylethyl ester). As a reaction SMILES: Br[CH2:2][C:3]1[CH:8]=[CH:7][C:6]([C:9]2[CH:14]=[CH:13][CH:12]=[CH:11][C:10]=2[O:15][C:16]2[CH:21]=[CH:20][C:19]([N+:22]([O-:24])=[O:23])=[CH:18][CH:17]=2)=[CH:5][CH:4]=1.[C:25]([O:29][C:30]([NH:32][C:33]([CH3:51])([CH3:50])[CH2:34][C:35]([NH:37][C@@H:38]1[CH2:44][CH2:43][C:42]2[CH:45]=[CH:46][CH:47]=[CH:48][C:41]=2[NH:40][C:39]1=[O:49])=[O:36])=[O:31])([CH3:28])([CH3:27])[CH3:26]>>[N+:22]([C:19]1[CH:20]=[CH:21][C:16]([O:15][C:10]2[CH:11]=[CH:12][CH:13]=[CH:14][C:9]=2[C:6]2[CH:7]=[CH:8][C:3]([CH2:2][N:40]3[C:41]4[CH:48]=[CH:47][CH:46]=[CH:45][C:42]=4[CH2:43][CH2:44][C@@H:38]([NH:37][C:35](=[O:36])[CH2:34][C:33]([NH:32][C:30](=[O:31])[O:29][C:25]([CH3:27])([CH3:26])[CH3:28])([CH3:50])[CH3:51])[C:39]3=[O:49])=[CH:4][CH:5]=2)=[CH:17][CH:18]=1)([O-:24])=[O:23]. Procedure: Prepared from 4'-bromomethyl-2-(4-nitrophenoxy)-1,1'-biphenyl and 3-t-butoxycarbonylamino-3-methyl-N-[2,3,4,5-tetrahydro-2-oxo-1H-1-benzazepin-3-(R)-yl]-butanamide (Example 57, Step A) by the procedure described in Example 69, Step D. 1H NMR (200 MHz,CDCl3): 1.32 (s,6H), 1.38 (s,9H), 1.78 (m,1H), 2.3-2.7 (m,5H), 4.47 (m,1H), 4.75 (d,15 Hz,1H), 5.13 (d,15 Hz,1H), 6.63 (d,7 Hz,1H), 6.75 (d,8 Hz,2H), 7.05-7.50 (m,/11H), 7.97 (s,1H), 7.98 (d,8 Hz,2H). Starting materials: CCCBr, OCCCOc1ccc(Br)cc1, [H-], [Na+], CN(C)C=O, O. Yields the product CCCOCCCOc1ccc(Br)cc1. RXN SMILES: [Br:15][CH2:16][CH2:17][CH3:18].[Br:1][c:2]1[cH:3][cH:4][c:5]([O:6][CH2:7][CH2:8][CH2:9][OH:10])[cH:11][cH:12]1.[H-:13].[Na+:14].[O:20]=[CH:21][N:22]([CH3:23])[CH3:24].[OH2:19]>>[Br:1][c:2]1[cH:3][cH:4][c:5]([O:6][CH2:7][CH2:8][CH2:9][O:10][CH2:16][CH2:17][CH3:18])[cH:11][cH:12]1. Starting materials: ClC1=C(C=C(C=C1OC)Cl)CC(=O)O (2,5-dichloro-3-methoxyphenylacetic acid), S(=O)(Cl)Cl (thionyl chloride). The solvent is C(Cl)(Cl)(Cl)Cl (carbon tetrachloride). Product: ClC1=C(C=C(C=C1OC)Cl)CC(=O)Cl (2,5-dichloro-3-methoxyphenylacetyl chloride). Reaction SMILES: [Cl:1][C:2]1[C:7]([O:8][CH3:9])=[CH:6][C:5]([Cl:10])=[CH:4][C:3]=1[CH2:11][C:12]([OH:14])=O.S(Cl)([Cl:17])=O>C(Cl)(Cl)(Cl)Cl>[Cl:1][C:2]1[C:7]([O:8][CH3:9])=[CH:6][C:5]([Cl:10])=[CH:4][C:3]=1[CH2:11][C:12]([Cl:17])=[O:14]. Procedure details: By the method of Example 1, Step E, 10.92 grams (0.046 mole) of 2,5-dichloro-3-methoxyphenylacetic acid and 40 mL of thionyl chloride were reacted in approximately 200 mL of carbon tetrachloride, yielding 11.92 grams of 2,5-dichloro-3-methoxyphenylacetyl chloride as a black oil. The IR spectrum was consistent with the proposed structure. Starting materials: C(C)OC(=O)C=1C=C2C(CC(OC2=C(C1)C=O)(C)C)(C)C (8-formyl-2,2,4,4-tetramethyl-chroman-6-carboxylic acid ethyl ester), C(C)OC(=O)C=1C=C2C(CC(OC2=C(C1)C=O)(C)C)(C)C (8-formyl-2,2,4,4-tetramethyl-chroman-6-carboxylic acid ethyl ester), C(#N)[BH3-].[Na+] (sodium cyanoborohydride), C([O-])([O-])=O.[K+].[K+] (potassium carbonate), C(C)(C)I (isopropyl iodide), C1(CC1)N (cyclopropyl amine), intermediate. Run in ClCCl (dichloromethane), C(C)(=O)O (acetic acid), C(C)#N (acetonitrile), CC(=O)C (acetone). Reaction conditions: time 4 hour. Yields the product C(C)OC(=O)C=1C=C2C(CC(OC2=C(C1)CN(C(C)C)C1CC1)(C)C)(C)C (8-[(Cyclopropyl-isopropyl-amino)-methyl]-2,2,4,4-tetramethyl-chroman-6-carboxylic acid ethyl ester). Isolated yield 71.0%. Reaction SMILES: [CH2:1]([O:3][C:4]([C:6]1[CH:7]=[C:8]2[C:13](=[C:14]([CH:16]=O)[CH:15]=1)[O:12][C:11]([CH3:19])([CH3:18])[CH2:10][C:9]2([CH3:21])[CH3:20])=[O:5])[CH3:2].[CH:22]1([NH2:25])[CH2:24][CH2:23]1.C([BH3-])#N.[Na+].C(=O)([O-])[O-].[K+].[K+].[CH:36](I)([CH3:38])[CH3:37]>ClCCl.C(#N)C.CC(C)=O.C(O)(=O)C>[CH2:1]([O:3][C:4]([C:6]1[CH:7]=[C:8]2[C:13](=[C:14]([CH2:16][N:25]([CH:22]3[CH2:24][CH2:23]3)[CH:36]([CH3:38])[CH3:37])[CH:15]=1)[O:12][C:11]([CH3:19])([CH3:18])[CH2:10][C:9]2([CH3:21])[CH3:20])=[O:5])[CH3:2] |f:2.3,4.5.6|. Procedure: Following General Procedure C and using 8-formyl-2,2,4,4-tetramethyl-chroman-6-carboxylic acid ethyl ester (Intermediate 37, 0.11 g, 0.23 mmol) in dichloromethane (4 mL) and acetonitrile (2 mL), cyclopropyl amine (0.08 mL, 1.1 mmol), acetic acid (0.8 mL) and sodium cyanoborohydride (0.072 g, 1.1 mmol) followed by work up and flash column chromatography afforded an intermediate. The intermediate (0.122 g, 0.22 mmol) was dissolved in acetone (10 mL) and treated with potassium carbonate (0.153 g, 1...